From a dataset of the Open Reaction Database (ORD), a public repository of structured organic reaction records. describe an organic reaction: reactants, conditions, products, and yield Reactants: FC(C=1C=C(C=NC1)C=1CCN(CC1)C(=O)OC(C)(C)C)(F)F (tert-Butyl 5-(trifluoromethyl)-3′,6′-dihydro-3,4′-bipyridine-1′(2′H)-carboxylate). The solvent is solution, Cl (HCl), O1CCOCC1 (1,4-dioxane). Conditions: time 1 hour. Yields the product FC(C=1C=C(C=NC1)C=1CCNCC1)(F)F (5-(Trifluoromethyl)-1′,2′,3′,6′-tetrahydro-3,4′-bipyridine). Yield: 115.3%. Reaction SMILES: [F:1][C:2]([F:23])([F:22])[C:3]1[CH:4]=[C:5]([C:9]2[CH2:10][CH2:11][N:12](C(OC(C)(C)C)=O)[CH2:13][CH:14]=2)[CH:6]=[N:7][CH:8]=1>Cl.O1CCOCC1>[F:23][C:2]([F:1])([F:22])[C:3]1[CH:4]=[C:5]([C:9]2[CH2:10][CH2:11][NH:12][CH2:13][CH:14]=2)[CH:6]=[N:7][CH:8]=1. Procedure: tert-Butyl 5-(trifluoromethyl)-3′,6′-dihydro-3,4′-bipyridine-1′(2′H)-carboxylate (50.0 mg, 0.152 mmol) was dissolved in a 4 M solution of HCl in 1,4-dioxane (2 mL) to form a light yellow clear (then cloudy) solution. After being stirred at room temperature for 1 h, the reaction mixture was concentrated in vacuo to afford 40.0 mg (87%) of product as a yellow gum. LC-MS calculated for C11H11F3N2: (M+H) 229; found 229.0. Reaction SMILES: Cl[C:2]1[N:11]=[C:10]([OH:12])[C:9]2[CH2:8][CH2:7][CH2:6][CH2:5][C:4]=2[N:3]=1.[CH3:13][CH:14]1[C:23]2[C:18](=[CH:19][CH:20]=[CH:21][CH:22]=2)[CH2:17][CH2:16][NH:15]1>>[CH3:13][CH:14]1[C:23]2[C:18](=[CH:19][CH:20]=[CH:21][CH:22]=2)[CH2:17][CH2:16][N:15]1[C:2]1[N:11]=[C:10]([OH:12])[C:9]2[CH2:8][CH2:7][CH2:6][CH2:5][C:4]=2[N:3]=1. Yield: 34.5%. Reported procedure: In accordance with the same procedure as in Step 2 of Example 57, except that 2-chloro-4-hydroxy-5,6,7,8-tetrahydroquinazoline (2.0 g, 10.8 mmol) prepared in the above Step 1 and 1-methyl-1,2,3,4-tetrahydroisoquinoline(3.3 g, 22.4 mmol) were used as starting materials, 1.1 g of the titled compound was prepared. (Yield: 34.5%) The product is CC1N(CCC2=CC=CC=C12)C1=NC=2CCCCC2C(=N1)O (2-(1-Methyl-1,2,3,4-tetrahydroisoquinolin-2-yl)-4-hydroxy-5,6,7,8-tetrahydroquinazoline). Reactants: ClC1=NC=2CCCCC2C(=N1)O (2-chloro-4-hydroxy-5,6,7,8-tetrahydroquinazoline), CC1NCCC2=CC=CC=C12 (1-methyl-1,2,3,4-tetrahydroisoquinoline).